Dataset: the Open Reaction Database (ORD), a public repository of structured organic reaction records. Task: describe an organic reaction: reactants, conditions, products, and yield Starting materials: [Br-], CC(C)(C)OC(=O)NCCCC(=O)O, ClCCCl, CNOC, CN1CCOCC1, C[Mg+], CC#N, Cl, Cl, [K+], N#N, On1nnc2ccccc21, O=S(=O)([O-])O. Yields the product CC(=O)CCCNC(=O)OC(C)(C)C. RXN SMILES: [Br-:44].[C:3]([CH3:4])([CH3:5])([CH3:6])[O:7][C:8](=[O:9])[NH:10][CH2:11][CH2:12][CH2:13][C:14](=[O:15])[OH:16].[CH2:22]([Cl:23])[CH2:24][Cl:25].[CH3:18][NH:19][O:20][CH3:21].[CH3:37][N:38]1[CH2:39][CH2:40][O:41][CH2:42][CH2:43]1.[CH3:45][Mg+:46].[CH3:53][C:54]#[N:55].[ClH:17].[ClH:26].[K+:52].[N:1]#[N:2].[OH:27][n:28]1[c:29]2[c:30]([cH:31][cH:32][cH:33][cH:34]2)[n:35][n:36]1.[S:47](=[O:48])(=[O:49])([OH:50])[O-:51]>>[C:3]([CH3:4])([CH3:5])([CH3:6])[O:7][C:8](=[O:9])[NH:10][CH2:11][CH2:12][CH2:13][C:14](=[O:16])[CH3:18]. The reactants are [OH-].[Na+] (NaOH), ClC1=C(C=CC=2C(=NOC21)C2=C(C(=CC=C2)F)F)O (7-chloro-6-hydroxy-3-(2,3-difluorophenyl)-1,2-benzisoxazole), C(=O)([O-])[O-].[K+].[K+] (K2CO3), BrCC(=O)OCC (BrCH2CO2C2H5). Solvent: O (water), CN(C)C=O (DMF), O (water). Run at temperature 60 celsius, time 18 hour. The product is ClC1=C(C=CC=2C(=NOC21)C2=C(C(=CC=C2)F)F)OCC(=O)O ({[7-chloro-3-(2,3-difluorophenyl)-1,2-benzisoxazol-6-yl]oxy}acetic acid). Reaction SMILES: [Cl:1][C:2]1[C:10]2[O:9][N:8]=[C:7]([C:11]3[CH:16]=[CH:15][CH:14]=[C:13]([F:17])[C:12]=3[F:18])[C:6]=2[CH:5]=[CH:4][C:3]=1[OH:19].C([O-])([O-])=O.[K+].[K+].Br[CH2:27][C:28]([O:30]CC)=[O:29].[OH-].[Na+]>CN(C=O)C.O>[Cl:1][C:2]1[C:10]2[O:9][N:8]=[C:7]([C:11]3[CH:16]=[CH:15][CH:14]=[C:13]([F:17])[C:12]=3[F:18])[C:6]=2[CH:5]=[CH:4][C:3]=1[O:19][CH2:27][C:28]([OH:30])=[O:29] |f:1.2.3,5.6|. Reported procedure: To a solution of 12 g of 7-chloro-6-hydroxy-3-(2,3-difluorophenyl)-1,2-benzisoxazole in 120 ml of DMF, 6.36 g of K2CO3 is added followed by 7.83 g of BrCH2CO2C2H5. The reaction is warmed at 60° C. for two hours and then allowed to stand for 18 hours. To the mixture 200 ml of water and 15 ml of 50% NaOH are added. The mixture is warmed at 90° C. for 90 minutes, poured into water and acidified. The product is extracted into ethylacetate which is dried over Na2SO4 and evaporated to give {[7-chloro-... Starting materials: C(C)(=O)Cl (acetyl chloride), NCC1=C(C=C(CO)C=C1C)C (4-aminomethyl-3,5-dimethylbenzyl alcohol), C([O-])([O-])=O.[K+].[K+] (potassium carbonate). The solvent is C(C)(=O)OCC (ethyl acetate), O (water). Reaction conditions: time 1 hour. Product: OCC1=CC(=C(C(=C1)C)CNC(C)=O)C (N-((4-Hydroxymethyl-2,6-dimethylphenyl)methyl)acetamide). RXN SMILES: [NH2:1][CH2:2][C:3]1[C:10]([CH3:11])=[CH:9][C:6]([CH2:7][OH:8])=[CH:5][C:4]=1[CH3:12].C(=O)([O-])[O-].[K+].[K+].[C:19](Cl)(=[O:21])[CH3:20]>C(OCC)(=O)C.O>[OH:8][CH2:7][C:6]1[CH:9]=[C:10]([CH3:11])[C:3]([CH2:2][NH:1][C:19](=[O:21])[CH3:20])=[C:4]([CH3:12])[CH:5]=1 |f:1.2.3|. Procedure: To a solution of 4-aminomethyl-3,5-dimethylbenzyl alcohol (2.3 g) in ethyl acetate (70 ml) was added a solution of potassium carbonate (2.0 g) in water (35 ml). To this solution was added acetyl chloride (0.95 ml) under ice-cooling. This mixture was stirred at room temperature for 1 hr. The reaction mixture was extracted with ethyl acetate, washed with saturated brine and dried over anhydrous magnesium sulfate. The solvent was evaporated and the obtained residue was recrystallized from methanol-... Reactants: N1C=CC2=CC=CN=C12 (7-azaindole), [H][H] (hydrogen). Reagents/catalysts: [Ni] (Raney Nickel). Solvent: C(C)O (ethanol). Product: N1CCC2=CC=CN=C12 (7-azaindoline). Yield: 59.6%. RXN SMILES: [NH:1]1[C:9]2[C:4](=[CH:5][CH:6]=[CH:7][N:8]=2)[CH:3]=[CH:2]1.[H][H]>C(O)C.[Ni]>[NH:1]1[C:9]2[C:4](=[CH:5][CH:6]=[CH:7][N:8]=2)[CH2:3][CH2:2]1. Reported procedure: A solution of 7-azaindole (20.0 g, 169 mmol) in ethanol (200 ml) was treated with wet Raney Nickel (4 g, 50% water) and stirred in a hydrogen atmosphere at 5 atmospheres pressure at 95° C. over 2 days. The reaction mixture was filtered through diatomaceous earth and the filtrate evaporated under vacuum. The residue was purified by column chromatography eluting with ethyl acetate followed by increasingly polar mixtures of methylene chloride and methanol (saturated with ammonia) to give 7-azaindol... Reactants: C(=O)([O-])[O-].[K+].[K+] (K2CO3), ClC1=C2C(=CN(C1=O)C)CN(C2=O)CCC2=NC1=C(N2C)C=CC=C1 (7-chloro-5-methyl-2-[2-(1-methyl-1H-benzoimidazol-2-yl)-ethyl]-3,5-dihydro-2H-pyrrolo[3,4-c]pyridine-1,6-dione), N1=CC(=CC=C1)B(O)O (pyridin-3-ylboronic acid), O (water). The reagents and catalysts are [Pd](Cl)Cl.C1(=CC=CC=C1)P(C1=CC=CC=C1)C1=CC=CC=C1.C1(=CC=CC=C1)P(C1=CC=CC=C1)C1=CC=CC=C1 (bis(triphenylphosphine) palladium(II) dichloride). Solvent: CN(C)C=O (DMF), CN(C)C=O (DMF), C(Cl)Cl (DCM). Run at temperature 120 celsius. Product: CN1C=C2C(=C(C1=O)C=1C=NC=CC1)C(N(C2)CCC2=NC1=C(N2C)C=CC=C1)=O (5-Methyl-2-[2-(1-methyl-1H-benzoimidazol-2-yl)-ethyl]-7-pyridin-3-yl-3,5-dihydro-2H-pyrrolo[3,4-c]pyridine-1,6-dione). Yield: 22.3%. RXN SMILES: C([O-])([O-])=O.[K+].[K+].Cl[C:8]1[C:13](=[O:14])[N:12]([CH3:15])[CH:11]=[C:10]2[CH2:16][N:17]([CH2:20][CH2:21][C:22]3[N:26]([CH3:27])[C:25]4[CH:28]=[CH:29][CH:30]=[CH:31][C:24]=4[N:23]=3)[C:18](=[O:19])[C:9]=12.[N:32]1[CH:37]=[CH:36][CH:35]=[C:34](B(O)O)[CH:33]=1.O>CN(C=O)C.[Pd](Cl)Cl.C1(P(C2C=CC=CC=2)C2C=CC=CC=2)C=CC=CC=1.C1(P(C2C=CC=CC=2)C2C=CC=CC=2)C=CC=CC=1.C(Cl)Cl>[CH3:15][N:12]1[C:13](=[O:14])[C:8]([C:34]2[CH:33]=[N:32][CH:37]=[CH:36][CH:35]=2)=[C:9]2[C:18](=[O:19])[N:17]([CH2:20][CH2:21][C:22]3[N:26]([CH3:27])[C:25]4[CH:28]=[CH:29][CH:30]=[CH:31][C:24]=4[N:23]=3)[CH2:16][C:10]2=[CH:11]1 |f:0.1.2,7.8.9|. Procedure: K2CO3 (232 mg, 1.682 mmol) and bis(triphenylphosphine) palladium(II) dichloride (39.3 mg, 0.056 mmol) were each rapidly added in sequence to a suspension of 7-chloro-5-methyl-2-[2-(1-methyl-1H-benzoimidazol-2-yl)-ethyl]-3,5-dihydro-2H-pyrrolo[3,4-c]pyridine-1,6-dione (200 mg, 0.561 mmol, see Example c8)) and pyridin-3-ylboronic acid (103 mg, 0.841 mmol) in DMF (3 ml)/water (0.600 ml). The reaction was heated in a microwave at about 120° C. for about 20 min. The reaction was cooled to r.t., DCM (... Reactants: ClCC(CCC=1C=NC=CC1)O ((±)-α-(chloromethyl)-3-pyridinepropanol), C(C=C)C1=CC=C(C=C1)C1=CC=C(C=C1)O (4'-(2-propenyl)biphenyl4-ol), [OH-].[Na+] (sodium hydroxide), C(C)OCC.CO (diethyl ether methanol). Run in C(C)O (ethanol), C(C)O (ethanol), O (water). Product: C(C=C)C1=CC=C(C=C1)C1=CC=C(C=C1)OCC(CCC=1C=NC=CC1)O ((±)-1-(4'-(2-Propenyl)biphenyl-4-yloxy)-4-(3-pyridyl)-2-butanol). Isolated yield 13.2%. As a reaction SMILES: [CH2:1]([C:4]1[CH:9]=[CH:8][C:7]([C:10]2[CH:15]=[CH:14][C:13]([OH:16])=[CH:12][CH:11]=2)=[CH:6][CH:5]=1)[CH:2]=[CH2:3].[OH-].[Na+].Cl[CH2:20][CH:21]([OH:30])[CH2:22][CH2:23][C:24]1[CH:25]=[N:26][CH:27]=[CH:28][CH:29]=1.C(OCC)C.CO>C(O)C.O>[CH2:1]([C:4]1[CH:9]=[CH:8][C:7]([C:10]2[CH:11]=[CH:12][C:13]([O:16][CH2:20][CH:21]([OH:30])[CH2:22][CH2:23][C:24]3[CH:25]=[N:26][CH:27]=[CH:28][CH:29]=3)=[CH:14][CH:15]=2)=[CH:6][CH:5]=1)[CH:2]=[CH2:3] |f:1.2,4.5|. Reported procedure: A solution of 4'-(2-propenyl)biphenyl4-ol (1.22 g; Biochemistry 1987, 26(18), 5908) in ethanol (10 ml) at room temperature was treated with a solution of sodium hydroxide (0.215 g) in water (5 ml) and was then heated at reflux. A solution of (±)-α-(chloromethyl)-3-pyridinepropanol (1.0 g) in ethanol (5 ml) was added to the latter and the resulting mixture heated at reflux for 2 hours. The reaction mixture was cooled and then concentrated under reduced pressure. The residue was purified by column...